From a dataset of the Open Reaction Database (ORD), a public repository of structured organic reaction records. describe an organic reaction: reactants, conditions, products, and yield Starting materials: CN1CCC(CC1)OC(C1=NC2=C(N1)C=CC=C2)C2=CC=C(C=C2)[N+](=O)[O-] (2-[(1-methylpiperidin-4-yloxy)(4-nitrophenyl)methyl]-1H-benzimidazole), Cl (hydrochloric acid). Reagents/catalysts: [Pd] (palladium on carbon). Solvent: CO (methanol), C(C)(C)O (isopropanol). Reaction conditions: time 8 hour. Yields the product Cl.N1C(=NC2=C1C=CC=C2)C(C2=CC=C(N)C=C2)OC2CCN(CC2)C (4-[(1H-benzimidazol-2-yl)(1-methylpiperidin-4-yloxy)methyl]aniline hydrochloride). RXN SMILES: [CH3:1][N:2]1[CH2:7][CH2:6][CH:5]([O:8][CH:9]([C:19]2[CH:24]=[CH:23][C:22]([N+:25]([O-])=O)=[CH:21][CH:20]=2)[C:10]2[NH:14][C:13]3[CH:15]=[CH:16][CH:17]=[CH:18][C:12]=3[N:11]=2)[CH2:4][CH2:3]1.[ClH:28]>CO.C(O)(C)C.[Pd]>[ClH:28].[NH:11]1[C:12]2[CH:18]=[CH:17][CH:16]=[CH:15][C:13]=2[N:14]=[C:10]1[CH:9]([O:8][CH:5]1[CH2:4][CH2:3][N:2]([CH3:1])[CH2:7][CH2:6]1)[C:19]1[CH:20]=[CH:21][C:22]([NH2:25])=[CH:23][CH:24]=1 |f:5.6|. Reported procedure: To a solution of 2-[(1-methylpiperidin-4-yloxy)(4-nitrophenyl)methyl]-1H-benzimidazole (example 447, 200 mg) in methanol (5 mL) and a solution of 5N hydrochloric acid in isopropanol (0.2 mL) is added 10% palladium on carbon (50 mg). The flask is evacuated and filled with hydrogen (balloon) and stirred overnight at room temperature. The reaction mixture is filtered on celite and the solvents are evaporated under reduced pressure to dryness. The residual solid is triturated twice with diethyl ethe... Starting materials: COC1=CC(=C(C=C1)C=1C2=C(N=CN1)C(=CN2)C(=O)O)OCCOC (4-[4-methoxy-2-(2-methoxy-ethoxy)-phenyl]-5H-pyrrolo[3,2-d]pyrimidine-7-carboxylic acid), C(C)(C)(C)OC(N[C@@H]1CC[C@H](CC1)N)=O (trans-(4-amino-cyclohexyl)-carbamic acid tert-butyl ester). Product: C(C)(C)(C)OC(N[C@@H]1CC[C@H](CC1)NC(=O)C1=CNC2=C1N=CN=C2C2=C(C=C(C=C2)OC)OCCOC)=O (trans-[4-({4-[4-Methoxy-2-(2-methoxy-ethoxy)-phenyl]-5H-pyrrolo[3,2-d]pyrimidine-7-carbonyl}-amino)-cyclohexyl]-carbamic acid tert-butyl ester). As a reaction SMILES: [CH3:1][O:2][C:3]1[CH:8]=[CH:7][C:6]([C:9]2[C:10]3[NH:17][CH:16]=[C:15]([C:18]([OH:20])=O)[C:11]=3[N:12]=[CH:13][N:14]=2)=[C:5]([O:21][CH2:22][CH2:23][O:24][CH3:25])[CH:4]=1.[C:26]([O:30][C:31](=[O:40])[NH:32][C@H:33]1[CH2:38][CH2:37][C@H:36]([NH2:39])[CH2:35][CH2:34]1)([CH3:29])([CH3:28])[CH3:27]>>[C:26]([O:30][C:31](=[O:40])[NH:32][C@H:33]1[CH2:34][CH2:35][C@H:36]([NH:39][C:18]([C:15]2[C:11]3[N:12]=[CH:13][N:14]=[C:9]([C:6]4[CH:7]=[CH:8][C:3]([O:2][CH3:1])=[CH:4][C:5]=4[O:21][CH2:22][CH2:23][O:24][CH3:25])[C:10]=3[NH:17][CH:16]=2)=[O:20])[CH2:37][CH2:38]1)([CH3:29])([CH3:27])[CH3:28]. Reported procedure: Starting from 4-[4-methoxy-2-(2-methoxy-ethoxy)-phenyl]-5H-pyrrolo[3,2-d]pyrimidine-7-carboxylic acid (example A74) and commercially available trans-(4-amino-cyclohexyl)-carbamic acid tert-butyl ester the title compound was obtained as colorless solid. Reactants: CC=1C=C(C(=O)O)C=CC1[N+](=O)[O-] (3-methyl-4-nitrobenzoic acid), BrN1C(CCC1=O)=O (N-bromosuccinimide), CC(C)(C#N)N=NC(C)(C)C#N (AIBN). Reported procedure: A solution of 3-methyl-4-nitrobenzoic acid (539 mg, 2.98 mmol) in benzene (20 mL) was heated to reflux in a sealed tube after which N-bromosuccinimide (679 mg, 3.43 mol) and AIBN (49 mg, 0.298 mol) were carefully added in a portion wise manner over 5 min. After 12 h the mixture was cooled to room temperature, and the succinimide was filtered off and washed with benzene (5 mL×3). The solvent was removed under reduced pressure and purified by column chromatography to give the desired product 3-(br... The yield is 142.7%. Product: ON1N=CC2=CC(=CC=C12)C(=O)O (1-HYDROXY-1H-INDAZOLE-5-CARBOXYLIC ACID), BrCC=1C=C(C(=O)O)C=CC1[N+](=O)[O-] (3-(bromomethyl)-4-nitrobenzoic acid). RXN SMILES: [CH3:1][C:2]1[CH:3]=[C:4]([CH:8]=[CH:9][C:10]=1[N+:11]([O-:13])=[O:12])[C:5]([OH:7])=[O:6].[Br:14][N:15]1C(=O)CCC1=O.CC(N=NC(C#N)(C)C)(C#N)C>C1C=CC=CC=1>[OH:13][N:11]1[C:10]2[C:2](=[CH:3][C:4]([C:5]([OH:7])=[O:6])=[CH:8][CH:9]=2)[CH:1]=[N:15]1.[Br:14][CH2:1][C:2]1[CH:3]=[C:4]([CH:8]=[CH:9][C:10]=1[N+:11]([O-:13])=[O:12])[C:5]([OH:7])=[O:6]. Solvent: C1=CC=CC=C1 (benzene). Starting materials: B (borane), BrC1=C(C=C(C=C1)CC#N)OC (4-Bromo-3-methoxyphenylacetonitrile), Cl (hydrochloric acid). Solvent: O1CCCC1 (tetrahydrofuran), O1CCCC1 (tetrahydrofuran). Product: BrC1=C(C=C(CCN)C=C1)OC (4-bromo-3-methoxyphenethylamine). As a reaction SMILES: [Br:1][C:2]1[CH:7]=[CH:6][C:5]([CH2:8][C:9]#[N:10])=[CH:4][C:3]=1[O:11][CH3:12].B.Cl>O1CCCC1>[Br:1][C:2]1[CH:7]=[CH:6][C:5]([CH2:8][CH2:9][NH2:10])=[CH:4][C:3]=1[O:11][CH3:12]. Reported procedure: 4-Bromo-3-methoxyphenylacetonitrile (22.6 g, 0.1 m) dissolved in tetrahydrofuran (100 ml) is added to 1M borane in tetrahydrofuran (300 ml) stirred at 25°. The mixture is refluxed, cooled to 0° and treated cautiously with 2N hydrochloric acid to give 4-bromo-3-methoxyphenethylamine. Reactants: IC1=NC=C(C=C1)OC (2-Iodo-5-methoxypyridine), OB(C=1C=C2CCN(C2=CC1)S(=O)(=O)C1=CC=C(C#N)C=C1)O (4-(5-Dihydroxyboranyl-2,3-dihydro-indole-1-sulfonyl)-benzonitrile), C([O-])([O-])=O.[Cs+].[Cs+] (cesium carbonate). Solvent: O (water), CN(C=O)C (dimethylformamide), C(C)(=O)OCC (ethyl acetate). Reaction conditions: temperature 90 celsius. Product: COC=1C=CC(=NC1)C=1C=C2CCN(C2=CC1)S(=O)(=O)C1=CC=C(C#N)C=C1 (4-[5-(5-Methoxy-pyridin-2-yl)-2,3-dihydro-indole-1-sulfonyl]-benzonitrile). Yield: 51.5%. As a reaction SMILES: I[C:2]1[CH:7]=[CH:6][C:5]([O:8][CH3:9])=[CH:4][N:3]=1.OB(O)[C:12]1[CH:13]=[C:14]2[C:18](=[CH:19][CH:20]=1)[N:17]([S:21]([C:24]1[CH:31]=[CH:30][C:27]([C:28]#[N:29])=[CH:26][CH:25]=1)(=[O:23])=[O:22])[CH2:16][CH2:15]2.C(=O)([O-])[O-].[Cs+].[Cs+]>O.CN(C)C=O.C(OCC)(=O)C>[CH3:9][O:8][C:5]1[CH:6]=[CH:7][C:2]([C:12]2[CH:13]=[C:14]3[C:18](=[CH:19][CH:20]=2)[N:17]([S:21]([C:24]2[CH:31]=[CH:30][C:27]([C:28]#[N:29])=[CH:26][CH:25]=2)(=[O:23])=[O:22])[CH2:16][CH2:15]3)=[N:3][CH:4]=1 |f:2.3.4|. Procedure: 394 mg 2-Iodo-5-methoxypyridine, 500 mg 4-(5-Dihydroxyboranyl-2,3-dihydro-indole-1-sulfonyl)-benzonitrile and 1.49 g cesium carbonate were dissolved in a mixture of 5 ml water and 17 ml dimethylformamide. The reaction mixture was degassed with argon and then 88 mg tetrakis(triphenylphosphine)palladium(0) were added and the mixture heated to 90° C. for two hours. The cooled reaction mixture was diluted with 100 ml ethyl acetate and washed with 50 ml water and brine. The organic layer was dried ov... The solvent is CS(=O)C (DMSO), C(C)N(CC)CC (triethylamine). Reported procedure: Prepared analogously to Example 1d from 3-chloro-N-(5-chloro-1H-benzimidazol-2-ylmethyl)-4-carboxybenzamide, tert-butyl piperidin-3-ylcarbamate, TBTU, and triethylamine in DMSO at ambient temperature followed by Boc cleaving with trifluoroacetic acid analogously to Example 17. HPLC-MS results: retention time: 2.91 minutes; C21H21Cl2N5O2 (446,34); mass spectrum: (M+H)+=446.2. As a reaction SMILES: [Cl:1][C:2]1[CH:3]=[C:4]([CH:19]=[CH:20][C:21]=1[C:22]([OH:24])=O)[C:5]([NH:7][CH2:8][C:9]1[NH:13][C:12]2[CH:14]=[CH:15][C:16]([Cl:18])=[CH:17][C:11]=2[N:10]=1)=[O:6].[NH:25]1[CH2:30][CH2:29][CH2:28][CH:27]([NH:31]C(=O)OC(C)(C)C)[CH2:26]1.CN(C(ON1N=NC2C=CC=CC1=2)=[N+](C)C)C.[B-](F)(F)(F)F.FC(F)(F)C(O)=O>CS(C)=O.C(N(CC)CC)C>[NH2:31][CH:27]1[CH2:28][CH2:29][CH2:30][N:25]([C:22]([C:21]2[CH:20]=[CH:19][C:4]([C:5]([NH:7][CH2:8][C:9]3[NH:13][C:12]4[CH:14]=[CH:15][C:16]([Cl:18])=[CH:17][C:11]=4[N:10]=3)=[O:6])=[CH:3][C:2]=2[Cl:1])=[O:24])[CH2:26]1 |f:2.3|. Yields the product NC1CN(CCC1)C(=O)C1=C(C=C(C(=O)NCC2=NC3=C(N2)C=CC(=C3)Cl)C=C1)Cl (4-(3-aminopiperidin-1-ylcarbonyl)-3-chloro-N-(5-chloro-1H-benzimidazol-2-ylmethyl)benzamide). Starting materials: FC(C(=O)O)(F)F (trifluoroacetic acid), C21H21Cl2N5O2, ClC=1C=C(C(=O)NCC2=NC3=C(N2)C=CC(=C3)Cl)C=CC1C(=O)O (3-chloro-N-(5-chloro-1H-benzimidazol-2-ylmethyl)-4-carboxybenzamide), N1CC(CCC1)NC(OC(C)(C)C)=O (tert-butyl piperidin-3-ylcarbamate), CN(C)C(=[N+](C)C)ON1C2=C(C=CC=C2)N=N1.[B-](F)(F)(F)F (TBTU). Reactants: C(CC)(=O)Cl (propionyl chloride), CC1=CC=NC=C1 (4-methylpyridine). Run in ClCCl (dichloromethane), ClCCl (dichloromethane). Run at time 8 hour. Yields the product C(C)C(=O)CC1=CC=NC=C1 ((4-pyridinylmethyl) ethyl ketone). As a reaction SMILES: [C:1](Cl)(=[O:4])[CH2:2][CH3:3].[CH3:6][C:7]1[CH:12]=[CH:11][N:10]=[CH:9][CH:8]=1>ClCCl>[CH2:2]([C:1]([CH2:6][C:7]1[CH:12]=[CH:11][N:10]=[CH:9][CH:8]=1)=[O:4])[CH3:3]. Procedure details: 19.8 g of propionyl chloride dissolved in 20 ml of dichloromethane was added dropwise over 1 hour to 10 gm of 4-methylpyridine dissolved in 50 ml dichloromethane and maintained below 10° C. After addition, the reaction was brought to ambient temperature, stirred for 8 hours, then brought to reflux for 1 hour. The reaction mixture was quenched into saturated sodium carbonate solution, the organic layer separated and the solvent removed under reduced pressure. The residual 4-methylpyridine was rem... Starting materials: ClC1=CC(=NC=2N1N=C(C2S(=O)(=O)C2=CC=C(C=C2)C(C)C)SC)C (7-chloro-3-(4-isopropyl-benzenesulphonyl)-5-methyl-2-methylsulphanyl-pyrazolo[1,5-a]pyrimidine), CNC (dimethyl-amine). Run in CCO (EtOH). The product is C(C)(C)C1=CC=C(C=C1)S(=O)(=O)C=1C(=NN2C1N=C(C=C2N(C)C)C)SC ([3-(4-isopropyl-benzenesulphonyl)-5-methyl-2-methylsulphanyl-pyrazolo[1,5-a]pyrimidin-7-yl]-dimethyl-amine). RXN SMILES: Cl[C:2]1[N:7]2[N:8]=[C:9]([S:23][CH3:24])[C:10]([S:11]([C:14]3[CH:19]=[CH:18][C:17]([CH:20]([CH3:22])[CH3:21])=[CH:16][CH:15]=3)(=[O:13])=[O:12])=[C:6]2[N:5]=[C:4]([CH3:25])[CH:3]=1.[CH3:26][NH:27][CH3:28]>CCO>[CH:20]([C:17]1[CH:16]=[CH:15][C:14]([S:11]([C:10]2[C:9]([S:23][CH3:24])=[N:8][N:7]3[C:2]([N:27]([CH3:28])[CH3:26])=[CH:3][C:4]([CH3:25])=[N:5][C:6]=23)(=[O:12])=[O:13])=[CH:19][CH:18]=1)([CH3:22])[CH3:21]. Procedure: In an analogous manner to that described in Example 5, from 7-chloro-3-(4-isopropyl-benzenesulphonyl)-5-methyl-2-methylsulphanyl-pyrazolo[1,5-a]pyrimidine and dimethyl-amine in EtOH there was obtained [3-(4-isopropyl-benzenesulphonyl)-5-methyl-2-methylsulphanyl-pyrazolo[1,5-a]pyrimidin-7-yl]-dimethyl-amine as colorless crystals, m.p. 222-224°. As a reaction SMILES: [CH3:1][CH:2]1[NH:3][c:4]2[cH:5][cH:6][cH:7][cH:8][c:9]2[CH2:10][CH2:11]1.[Na+:17].[OH-:16].[OH:12][N+:13]([O-:14])=[O:15].[S:18](=[O:19])(=[O:20])([OH:21])[OH:22]>>[CH3:1][CH:2]1[NH:3][c:4]2[cH:5][c:6]([N+:13](=[O:12])[O-:14])[cH:7][cH:8][c:9]2[CH2:10][CH2:11]1. The reactants are CC1CCc2ccccc2N1, [Na+], [OH-], O=[N+]([O-])O, O=S(=O)(O)O. Yields the product CC1CCc2ccc([N+](=O)[O-])cc2N1.